Dataset: the Open Reaction Database (ORD), a public repository of structured organic reaction records. Task: describe an organic reaction: reactants, conditions, products, and yield The reactants are O=C([O-])[O-], CCI, CN(C)C=O, COc1c(NC(=O)C(F)(F)F)ccc(F)c1F, [K+], [K+]. Yields the product CCN(C(=O)C(F)(F)F)c1ccc(F)c(F)c1OC. Reaction SMILES: [C:1](=[O:2])([O-:3])[O-:4].[CH2:7]([CH3:8])[I:9].[CH3:27][N:28]([CH3:29])[CH:30]=[O:31].[F:10][c:11]1[c:12]([O:25][CH3:26])[c:13]([NH:14][C:15]([C:16]([F:17])([F:18])[F:19])=[O:20])[cH:21][cH:22][c:23]1[F:24].[K+:5].[K+:6]>>[CH2:7]([CH3:8])[N:14]([c:13]1[c:12]([O:25][CH3:26])[c:11]([F:10])[c:23]([F:24])[cH:22][cH:21]1)[C:15]([C:16]([F:17])([F:18])[F:19])=[O:20]. Starting materials: CN1N=C(C=C1)NC(=O)C1=CC2=C(CC(O2)(C)C)C(=C1)O (4-hydroxy-2,2-dimethyl-2,3-dihydro-benzofuran-6-carboxylic acid (1-methyl-1H-pyrazol-3-yl)-amide), C(=O)([O-])[O-].[Cs+].[Cs+] (Cs2CO3), N1(CCC1)C(=O)C1=C(C=C(C=C1)F)F (azetidin-1-yl(2,4-difluorophenyl)methanone). Run at temperature 160 celsius. The product is CN1N=C(C=C1)NC(=O)C1=CC2=C(CC(O2)(C)C)C(=C1)OC1=CC(=C(C=C1)C(=O)N1CCC1)F (4-[4-(azetidine-1-carbonyl)-3-fluoro-phenoxy]-2,2-dimethyl-2,3-dihydro-benzofuran-6-carboxylic acid (1-methyl-1H-pyrazol-3-yl)-amide), CN1N=C(C=C1)NC(=O)C1=CC2=C(CC(O2)(C)C)C(=C1)OC1=C(C=CC(=C1)F)C(=O)N1CCC1 (4-[2-(azetidine-1-carbonyl)-5-fluoro-phenoxy]-2,2-dimethyl-2,3-dihydro-benzofuran-6-carboxylic acid (1-methyl-1H-pyrazol-3-yl)-amide). Yield: 5.0%. Reaction SMILES: [CH3:1][N:2]1[CH:6]=[CH:5][C:4]([NH:7][C:8]([C:10]2[CH:20]=[C:19]([OH:21])[C:13]3[CH2:14][C:15]([CH3:18])([CH3:17])[O:16][C:12]=3[CH:11]=2)=[O:9])=[N:3]1.C([O-])([O-])=O.[Cs+].[Cs+].[N:28]1([C:32]([C:34]2[CH:39]=[CH:38][C:37]([F:40])=[CH:36][C:35]=2[F:41])=[O:33])[CH2:31][CH2:30][CH2:29]1>>[CH3:1][N:2]1[CH:6]=[CH:5][C:4]([NH:7][C:8]([C:10]2[CH:20]=[C:19]([O:21][C:37]3[CH:38]=[CH:39][C:34]([C:32]([N:28]4[CH2:31][CH2:30][CH2:29]4)=[O:33])=[C:35]([F:41])[CH:36]=3)[C:13]3[CH2:14][C:15]([CH3:18])([CH3:17])[O:16][C:12]=3[CH:11]=2)=[O:9])=[N:3]1.[CH3:1][N:2]1[CH:6]=[CH:5][C:4]([NH:7][C:8]([C:10]2[CH:20]=[C:19]([O:21][C:35]3[CH:36]=[C:37]([F:40])[CH:38]=[CH:39][C:34]=3[C:32]([N:28]3[CH2:31][CH2:30][CH2:29]3)=[O:33])[C:13]3[CH2:14][C:15]([CH3:18])([CH3:17])[O:16][C:12]=3[CH:11]=2)=[O:9])=[N:3]1 |f:1.2.3|. Procedure details: 4-Hydroxy-2,2-dimethyl-2,3-dihydro-benzofuran-6-carboxylic acid (1-methyl-1H-pyrazol-3-yl)-amide (31a) (421 mg, 1.47 mmol) and Cs2CO3 (965 mg, 2.96 mmol) was added to a solution of azetidin-1-yl(2,4-difluorophenyl)methanone (33a) (292 mg, 1.48 mmol). The reaction mixture was heated to 160° C. for 2 hr in a microwave. The mixture was filtered and concentrated, The residue was purified by SFC chromatography to give 4-[4-(azetidine-1-carbonyl)-3-fluoro-phenoxy]-2,2-dimethyl-2,3-dihydro-benzofuran-6... Starting materials: CCc1cccc(C#N)c1, CC(C)C[Al+]CC(C)C, CC(=O)O, Cc1ccccc1, [H-], O. The product is CCc1cccc(C=O)c1. RXN SMILES: [CH2:11]([CH3:12])[c:13]1[cH:14][c:15]([C:16]#[N:17])[cH:18][cH:19][cH:20]1.[CH2:2]([Al+:3][CH2:4][CH:5]([CH3:6])[CH3:7])[CH:8]([CH3:9])[CH3:10].[CH3:21][C:22]([OH:23])=[O:24].[CH3:26][c:27]1[cH:28][cH:29][cH:30][cH:31][cH:32]1.[H-:1].[OH2:25]>>[CH2:11]([CH3:12])[c:13]1[cH:14][c:15]([CH:16]=[O:23])[cH:18][cH:19][cH:20]1. The reactants are C([O-])([O-])=O.[Cs+].[Cs+] (Cesium carbonate), BrCCCCl (1-bromo-3-chloropropane), CN(C)C=O (DMF), OC1=CC(=NN1C)C(=O)OC (methyl 5-hydroxy-1-methyl-1H-pyrazole-3-carboxylate). Run in O (Water). Conditions: time 21 hour. The product is ClCCCOC1=CC(=NN1C)C(=O)OC (methyl 5-(3-chloropropoxy)-1-methyl-1H-pyrazole-3-carboxylate). As a reaction SMILES: C(=O)([O-])[O-].[Cs+].[Cs+].Br[CH2:8][CH2:9][CH2:10][Cl:11].CN(C=O)C.[OH:17][C:18]1[N:22]([CH3:23])[N:21]=[C:20]([C:24]([O:26][CH3:27])=[O:25])[CH:19]=1>O>[Cl:11][CH2:10][CH2:9][CH2:8][O:17][C:18]1[N:22]([CH3:23])[N:21]=[C:20]([C:24]([O:26][CH3:27])=[O:25])[CH:19]=1 |f:0.1.2|. Procedure: Cesium carbonate (2.08 g, 6.4 mmol) and 1-bromo-3-chloropropane (1.6 ml) were added to a DMF solution (5 ml) of methyl 5-hydroxy-1-methyl-1H-pyrazole-3-carboxylate (0.83 g, 5.3 mmol) and the mixture was stirred at room temperature for 21 hours. Water was added to the reaction solution, which was then extracted with ethyl acetate. The organic phase was washed with water and dried over magnesium sulfate. The reaction solution was concentrated under reduced pressure. The residue was purified by sil...